This data is from the Open Reaction Database (ORD), a public repository of structured organic reaction records. The task is: describe an organic reaction: reactants, conditions, products, and yield Reactants: OCNC(C1=CC=CC=C1)=O (N-hydroxymethyl benzamide), [N+](=O)([O-])C1=CC=C(C=C1)C (p-nitrotoluene). Run in S(O)(O)(=O)=O (sulfuric acid). Run at time 63 hour. The product is CC1=C(CNC(C2=CC=CC=C2)=O)C=C(C=C1)[N+](=O)[O-] (N-(2-methyl-5-nitrobenzyl)benzamide). Yield: 43.0%. As a reaction SMILES: O[CH2:2][NH:3][C:4](=[O:11])[C:5]1[CH:10]=[CH:9][CH:8]=[CH:7][CH:6]=1.[N+:12]([C:15]1[CH:20]=[CH:19][C:18]([CH3:21])=[CH:17][CH:16]=1)([O-:14])=[O:13]>S(=O)(=O)(O)O>[CH3:21][C:18]1[CH:19]=[CH:20][C:15]([N+:12]([O-:14])=[O:13])=[CH:16][C:17]=1[CH2:2][NH:3][C:4](=[O:11])[C:5]1[CH:10]=[CH:9][CH:8]=[CH:7][CH:6]=1. Procedure: N-hydroxymethyl benzamide (7.55 g; 0.05 mol) is added to a solution of p-nitrotoluene (0.85 g; 0.05 mol) in concentrated sulfuric acid (60 ml). The reaction mixture is stirred for 63 hours at room temperature and then poured onto ice. A colorless precipitate is obtained which is isolated and recrystallized repeatedly from aqueous ethanol to give 4.0 g (i.e., 30% yield) of product. Increasing the reaction time to 7 days gives a 43% yield of product compound. This product has the following charact... The reactants are COC(C1=C(C=CC(=C1)CBr)Cl)=O (5-Bromomethyl-2-chloro-benzoic acid methyl ester), ClC1=CC=C(C=C1)[C@@H]1C[C@@]12C(NC1=CC=CC=C21)=O ((1R,2S)-2-(4-chlorophenyl)spiro[cyclopropane-1,3′-indolin]-2′-one). The product is ClC1=C(C(=O)O)C=C(C=C1)CN1C([C@@]2(C3=CC=CC=C13)[C@@H](C2)C2=CC=C(C=C2)Cl)=O ((1R,2S)-2-chloro-5-((2-(4-chlorophenyl)-2′-oxospiro[cyclopropane-1,3′-indoline]-1′-yl)methyl)benzoic acid). As a reaction SMILES: C[O:2][C:3](=[O:13])[C:4]1[CH:9]=[C:8]([CH2:10]Br)[CH:7]=[CH:6][C:5]=1[Cl:12].[Cl:14][C:15]1[CH:20]=[CH:19][C:18]([C@H:21]2[C@@:23]3([C:31]4[C:26](=[CH:27][CH:28]=[CH:29][CH:30]=4)[NH:25][C:24]3=[O:32])[CH2:22]2)=[CH:17][CH:16]=1>>[Cl:12][C:5]1[CH:6]=[CH:7][C:8]([CH2:10][N:25]2[C:26]3[C:31](=[CH:30][CH:29]=[CH:28][CH:27]=3)[C@:23]3([CH2:22][C@H:21]3[C:18]3[CH:17]=[CH:16][C:15]([Cl:14])=[CH:20][CH:19]=3)[C:24]2=[O:32])=[CH:9][C:4]=1[C:3]([OH:2])=[O:13]. Reported procedure: The title compound was prepared in analogy to Example 1 starting from 5-Bromomethyl-2-chloro-benzoic acid methyl ester (commercially available), (1S,2R) and (1R,2S)-2-(4-chlorophenyl)spiro[cyclopropane-1,3′-indolin]-2′-one prepared as in Scheme 1. LC/MS m/e calcd. for C24H17Cl2NO3: 437, observed (M+H)+: 438.3. 1H NMR (400 MHz, DMSO-d6) δppm 2.07-2.15 (m, 1 H) 2.39 (dd, J=7.83, 5.05 Hz, 1H) 3.20 (t, J=8.72 Hz, 1 H) 5.06 (s, 2 H) 6.16 (d, J=7.58 Hz, 1 H) 6.73 (t, J=7.58 Hz, 1 H) 6.97 (d, J=7.83 Hz... Procedure details: Isopropyl (S)-4-acetyl-7-(1-cyclopropyl-1H-pyrazol-4-yl)-6-((methoxycarbonyl)amino)-3-methyl-3,4-dihydroquinoxaline-1(2H)-carboxylate was synthesized according to the procedure described above for isopropyl (S)-6-acetamido-4-acetyl-7-(1-cyclopropyl-1H-pyrazol-4-yl)-3-methyl-3,4-dihydroquinoxaline-1(2H)-carboxylate (Example 235), substituting methyl chloroformate for acetic anhydride. MS (ESI, pos. ion) m/z 456 [M+H]+. Yields the product C(C)(=O)N1[C@H](CN(C2=CC(=C(C=C12)NC(=O)OC)C=1C=NN(C1)C1CC1)C(=O)OC(C)C)C (Isopropyl (S)-4-acetyl-7-(1-cyclopropyl-1H-pyrazol-4-yl)-6-((methoxycarbonyl)amino)-3-methyl-3,4-dihydroquinoxaline-1(2H)-carboxylate). Reactants: C(C)(=O)NC=1C=C2N([C@H](CN(C2=CC1C=1C=NN(C1)C1CC1)C(=O)OC(C)C)C)C(C)=O (isopropyl (S)-6-acetamido-4-acetyl-7-(1-cyclopropyl-1H-pyrazol-4-yl)-3-methyl-3,4-dihydroquinoxaline-1(2H)-carboxylate), C(C)(=O)OC(C)=O (acetic anhydride). As a reaction SMILES: [C:1]([NH:4][C:5]1[CH:6]=[C:7]2[C:12](=[CH:13][C:14]=1[C:15]1[CH:16]=[N:17][N:18]([CH:20]3[CH2:22][CH2:21]3)[CH:19]=1)[N:11]([C:23]([O:25][CH:26]([CH3:28])[CH3:27])=[O:24])[CH2:10][C@H:9]([CH3:29])[N:8]2[C:30](=[O:32])[CH3:31])(=[O:3])C.[C:33](OC(=O)C)(=[O:35])C>>[C:30]([N:8]1[C:7]2[C:12](=[CH:13][C:14]([C:15]3[CH:16]=[N:17][N:18]([CH:20]4[CH2:21][CH2:22]4)[CH:19]=3)=[C:5]([NH:4][C:1]([O:35][CH3:33])=[O:3])[CH:6]=2)[N:11]([C:23]([O:25][CH:26]([CH3:28])[CH3:27])=[O:24])[CH2:10][C@@H:9]1[CH3:29])(=[O:32])[CH3:31]. Reactants: ClC1=CC=C(C=C1)C1=NC=2C(=NC=CC2)N1[C@H](C(=O)O)C ((S)-2-(4-chlorophenyl)-α-methyl-3H-imidazo[4,5-b]pyridine-3-acetic acid), C(=O)(N1C=NC=C1)N1C=NC=C1 (1,1'-carbonyldiimidazole), CN(CCN)C (N,N-dimethylethylenediamine). Run in O1CCCC1 (tetrahydrofuran), O1CCCC1 (tetrahydrofuran). Reaction conditions: time 8 hour. Yields the product ClC1=CC=C(C=C1)C1=NC=2C(=NC=CC2)N1[C@H](C(=O)NCCN(C)C)C ((S)-2-(4-Chlorophenyl)-N-[2-(dimethylamino)ethyl]-α-methyl-3H-imidazo[4,5-b]pyridine-3-acetamide). Isolated yield 32.2%. As a reaction SMILES: [Cl:1][C:2]1[CH:7]=[CH:6][C:5]([C:8]2[N:16]([C@@H:17]([CH3:21])[C:18]([OH:20])=O)[C:11]3=[N:12][CH:13]=[CH:14][CH:15]=[C:10]3[N:9]=2)=[CH:4][CH:3]=1.[C:22](N1C=CN=C1)([N:24]1[CH:28]=[CH:27][N:26]=[CH:25]1)=O.CN(C)CCN>O1CCCC1>[Cl:1][C:2]1[CH:3]=[CH:4][C:5]([C:8]2[N:16]([C@@H:17]([CH3:21])[C:18]([NH:26][CH2:27][CH2:28][N:24]([CH3:25])[CH3:22])=[O:20])[C:11]3=[N:12][CH:13]=[CH:14][CH:15]=[C:10]3[N:9]=2)=[CH:6][CH:7]=1. Procedure details: A solution of (S)-2-(4-chlorophenyl)-α-methyl-3H-imidazo[4,5-b]pyridine-3-acetic acid (5.0 g, 0.0166 mole), 1,1'-carbonyldiimidazole (3.21 g, 0.0198 mole) in tetrahydrofuran (100 ml) was stirred at room temperature for two hours with nitrogen bubbling through it. A solution of N,N-dimethylethylenediamine (4.41 g, 0.050 mole) in tetrahydrofuran (5.5 ml) was added and the reaction mixture was stirred at room temperature under nitrogen overnight. The solvents were removed under reduced pressure and... Reactants: [C-]#N.[Na+] (sodium cyanide), C(=O)C=1SC=CC1 (2-formylthiophene), [O-]S(=O)[O-].[Na+] (sodium acid sulfite), ice, [O-]S(=O)[O-].[Na+] (sodium acid sulfite). Run in O (water). Conditions: time 15 minute. Yields the product S1C(=CC=C1)C(C#N)O (Thien-2-yl-hydroxyacetonitrile). Isolated yield 59.3%. RXN SMILES: [CH:1]([C:3]1[S:4][CH:5]=[CH:6][CH:7]=1)=[O:2].[C-:8]#[N:9].[Na+].[O-]S([O-])=O.[Na+]>O>[S:4]1[CH:5]=[CH:6][CH:7]=[C:3]1[CH:1]([OH:2])[C:8]#[N:9] |f:1.2,3.4|. Procedure details: In this example 25.0 g of 2-formylthiophene was added to a stirred solution containing 10.93 g of sodium cyanide in 37 ml of water at room temperature. 63 ml of aqueous saturated sodium acid sulfite was then slowly added to the stirred mixture. During the addition of the sodium acid sulfite solution, small amounts (about 20 g) of ice were periodically added. The mixture was then stirred for another 15 minutes and extracted with ethyl ether. The ethyl ether extracts were combined, dried over magn...